Dataset: the Open Reaction Database (ORD), a public repository of structured organic reaction records. Task: describe an organic reaction: reactants, conditions, products, and yield Starting materials: BrCc1cc2ccccc2o1, CS(C)=O, [Na+], [OH-], O, CCCCCC(O)c1cccc(O)c1. Yields the product CCCCCC(O)c1cccc(OCc2cc3ccccc3o2)c1. As a reaction SMILES: [Br:1][CH2:2][c:3]1[o:4][c:5]2[c:6]([cH:7]1)[cH:8][cH:9][cH:10][cH:11]2.[CH3:29][S:30]([CH3:31])=[O:32].[Na+:27].[OH-:26].[OH2:28].[OH:12][c:13]1[cH:14][c:15]([CH:19]([CH2:20][CH2:21][CH2:22][CH2:23][CH3:24])[OH:25])[cH:16][cH:17][cH:18]1>>[CH2:2]([c:3]1[o:4][c:5]2[c:6]([cH:7]1)[cH:8][cH:9][cH:10][cH:11]2)[O:12][c:13]1[cH:14][c:15]([CH:19]([CH2:20][CH2:21][CH2:22][CH2:23][CH3:24])[OH:25])[cH:16][cH:17][cH:18]1. Reactants: ClC1=NC=C(C=C1)[N+](=O)[O-] (2-chloro-5-nitropyridine), C(=O)C=1C(=C(C=C(C1)C)B(O)O)OCCCC (3-formyl-2-butoxy-5-methylphenylboronic acid). The product is C(CCC)OC1=C(C=O)C=C(C=C1C1=NC=C(C=C1)[N+](=O)[O-])C (2-Butoxy-5-methyl-3-(5-nitropyridine-2-yl)benzaldehyde). Reaction SMILES: Cl[C:2]1[CH:7]=[CH:6][C:5]([N+:8]([O-:10])=[O:9])=[CH:4][N:3]=1.[CH:11]([C:13]1[C:14]([O:23][CH2:24][CH2:25][CH2:26][CH3:27])=[C:15](B(O)O)[CH:16]=[C:17]([CH3:19])[CH:18]=1)=[O:12]>>[CH2:24]([O:23][C:14]1[C:15]([C:2]2[CH:7]=[CH:6][C:5]([N+:8]([O-:10])=[O:9])=[CH:4][N:3]=2)=[CH:16][C:17]([CH3:19])=[CH:18][C:13]=1[CH:11]=[O:12])[CH2:25][CH2:26][CH3:27]. Reported procedure: The title compound was synthesized in a manner analogous to Example 52(i), except for replacing 2-chloro-5-nitropyridin with 2-chloro-5-nitropyridine, and replacing 3-formyl-2-isopropoxy-5-methylphenylboronic acid with 3-formyl-2-butoxy-5-methylphenylboronic acid. Yields the product C(C)OC(C=C(C1=CC=CC=C1)N1C=CC2=CC(=CC=C12)OCCC1=NC(=CC=C1)N(C)C(=O)OC(C)(C)C)=O (3-(5-{2-[6-(tert-Butoxycarbonyl-methyl-amino)-pyridin-2-yl]-ethoxy}-indol-1-yl)-3-phenyl-acrylic acid ethyl ester). Procedure details: The title compound was synthesized from {6-[2-(1H-indol-5-yloxy)-ethyl]-pyridin-2-yl}-methyl-carbamic acid tert-butyl ester and the commercially available phenyl propynoic acid ethyl ester using the procedure described in Example 16, step (d1), in 81% yield as an E/Z isomeric mixture. H1 NMR (Cl3CD), δ: 7.57-7.53 (m, 1H), 7.52-7.46 (m, 1.5H), 7.44 (m, 1H), 7.41-7.34 (m, 2.5H), 7.29 (m, 1H), 7.12 (d, 0.5H, J=2.1 Hz), 7.07 (m, 1.5H), 6.97 (m, 1.5H), 6.76 (m, 1H), 6.70 (m, 0.5H), 6.59 (d, 0.5H, J=3... The yield is 81.0%. RXN SMILES: [C:1]([O:5][C:6](=[O:27])[N:7]([C:9]1[CH:14]=[CH:13][CH:12]=[C:11]([CH2:15][CH2:16][O:17][C:18]2[CH:19]=[C:20]3[C:24](=[CH:25][CH:26]=2)[NH:23][CH:22]=[CH:21]3)[N:10]=1)[CH3:8])([CH3:4])([CH3:3])[CH3:2].[CH2:28]([O:30][C:31](=[O:40])[C:32]#[C:33][C:34]1[CH:39]=[CH:38][CH:37]=[CH:36][CH:35]=1)[CH3:29]>>[CH2:28]([O:30][C:31](=[O:40])[CH:32]=[C:33]([N:23]1[C:24]2[C:20](=[CH:19][C:18]([O:17][CH2:16][CH2:15][C:11]3[CH:12]=[CH:13][CH:14]=[C:9]([N:7]([C:6]([O:5][C:1]([CH3:4])([CH3:2])[CH3:3])=[O:27])[CH3:8])[N:10]=3)=[CH:26][CH:25]=2)[CH:21]=[CH:22]1)[C:34]1[CH:39]=[CH:38][CH:37]=[CH:36][CH:35]=1)[CH3:29]. The reactants are C(C)(C)(C)OC(N(C)C1=NC(=CC=C1)CCOC=1C=C2C=CNC2=CC1)=O ({6-[2-(1H-indol-5-yloxy)-ethyl]-pyridin-2-yl}-methyl-carbamic acid tert-butyl ester), C(C)OC(C#CC1=CC=CC=C1)=O (phenyl propynoic acid ethyl ester). Reactants: [H-].[Na+] (Sodium hydride), O1CCCC1 (tetrahydrofuran), C(C)(C)(C)OC(=O)NC[C@@]1([C@H]2C=C(C[C@H]2C1)CC)CC(=O)O ([(1S,5R,6R)-6-{[(tert-butoxycarbonyl)amino]methyl}-3-ethylbicyclo[3.2.0]hept-3-en-6-yl]acetic acid), CI (methyl iodide). The solvent is O (water). Yields the product C(C)(C)(C)OC(=O)N(C)C[C@@]1([C@H]2C=C(C[C@H]2C1)CC)CC(=O)O ([(1S,5R,6R)-6-{[(tert-butoxycarbonyl)(methyl)amino]methyl}-3-ethylbicyclo[3.2.0]hept-3-en-6-yl]acetic acid). RXN SMILES: [H-].[Na+].O1CCC[CH2:4]1.[C:8]([O:12][C:13]([NH:15][CH2:16][C@@:17]1([CH2:26][C:27]([OH:29])=[O:28])[CH2:23][C@H:22]2[C@@H:18]1[CH:19]=[C:20]([CH2:24][CH3:25])[CH2:21]2)=[O:14])([CH3:11])([CH3:10])[CH3:9].CI>O>[C:8]([O:12][C:13]([N:15]([CH2:16][C@@:17]1([CH2:26][C:27]([OH:29])=[O:28])[CH2:23][C@H:22]2[C@@H:18]1[CH:19]=[C:20]([CH2:24][CH3:25])[CH2:21]2)[CH3:4])=[O:14])([CH3:9])([CH3:10])[CH3:11] |f:0.1|. Procedure details: Sodium hydride (63%, 2.48 g, 65.0 mmol) was added in small portions to a tetrahydrofuran solution (25 mL) of [(1S,5R,6R)-6-{[(tert-butoxycarbonyl)amino]methyl}-3-ethylbicyclo[3.2.0]hept-3-en-6-yl]acetic acid (2.01 g, 6.50 mmol) and methyl iodide (4.05 mL, 65.0 mmol) with stirring at room temperature. The mixture was stirred at this temperature for 6 hours, and water (50 mL) was then added thereto while the reaction solution was cooled on ice, followed by washing with diethyl ether. The aqueous l... The reactants are NC=1C=NC=CC1 (3-aminopyridine), C([O-])([O-])=O.[Cs+].[Cs+] (caesium carbonate), N[C@@H](C(=O)NC1=C(C=CC(=C1)N1C(N(C(C1=O)(C)C)CC1=CC(=NC=C1)Cl)=O)OC(F)(F)F)C1=CC=CC=C1 ((2R)-2-amino-N-[5-{3-[(2-chloropyridin-4-yl)methyl]-4,4-dimethyl-2,5-dioxoimidazolidin-1-yl}-2-(trifluoromethoxy)phenyl]-2-phenylacetamide), CC1(C2=CC=C(C=C2OC=2C=C(C=CC12)P(C1=CC=CC=C1)C1=CC=CC=C1)P(C1=CC=CC=C1)C1=CC=CC=C1)C ((9,9-dimethyl-9H-xanthene-3,6-diyl)bis(diphenylphosphine)). The reagents and catalysts are C(C)(=O)[O-].[Pd+2].C(C)(=O)[O-] (palladium acetate). The solvent is O1CCOCC1 (dioxane). Conditions: temperature 110 celsius, time 2 hour. The product is N[C@@H](C(=O)NC1=C(C=CC(=C1)N1C(N(C(C1=O)(C)C)CC1=CC(=NC=C1)NC=1C=NC=CC1)=O)OC(F)(F)F)C1=CC=CC=C1 ((2R)-2-amino-N-[5-(4,4-dimethyl-2,5-dioxo-3-{[2-(pyridin-3-ylamino)pyridin-4-yl]methyl}imidazolidin-1-yl)-2-(trifluoromethoxy)phenyl]-2-phenylacetamide). The yield is 33.0%. Reaction SMILES: [NH2:1][C@H:2]([C:34]1[CH:39]=[CH:38][CH:37]=[CH:36][CH:35]=1)[C:3]([NH:5][C:6]1[CH:11]=[C:10]([N:12]2[C:16](=[O:17])[C:15]([CH3:19])([CH3:18])[N:14]([CH2:20][C:21]3[CH:26]=[CH:25][N:24]=[C:23](Cl)[CH:22]=3)[C:13]2=[O:28])[CH:9]=[CH:8][C:7]=1[O:29][C:30]([F:33])([F:32])[F:31])=[O:4].[NH2:40][C:41]1[CH:42]=[N:43][CH:44]=[CH:45][CH:46]=1.CC1(C)C2C=CC(P(C3C=CC=CC=3)C3C=CC=CC=3)=CC=2OC2C1=CC=C(P(C1C=CC=CC=1)C1C=CC=CC=1)C=2.C(=O)([O-])[O-].[Cs+].[Cs+]>O1CCOCC1.C([O-])(=O)C.[Pd+2].C([O-])(=O)C>[NH2:1][C@H:2]([C:34]1[CH:39]=[CH:38][CH:37]=[CH:36][CH:35]=1)[C:3]([NH:5][C:6]1[CH:11]=[C:10]([N:12]2[C:16](=[O:17])[C:15]([CH3:19])([CH3:18])[N:14]([CH2:20][C:21]3[CH:26]=[CH:25][N:24]=[C:23]([NH:40][C:41]4[CH:42]=[N:43][CH:44]=[CH:45][CH:46]=4)[CH:22]=3)[C:13]2=[O:28])[CH:9]=[CH:8][C:7]=1[O:29][C:30]([F:33])([F:32])[F:31])=[O:4] |f:3.4.5,7.8.9|. Reported procedure: To a solution of 33 mg of (2R)-2-amino-N-[5-{3-[(2-chloropyridin-4-yl)methyl]-4,4-dimethyl-2,5-dioxoimidazolidin-1-yl}-2-(trifluoromethoxy)phenyl]-2-phenylacetamide obtained in stage d) below in 1 mL of dioxane are successively added, under argon, 7 mg of 3-aminopyridine, 3 mg of (9,9-dimethyl-9H-xanthene-3,6-diyl)bis(diphenylphosphine) (Xantphos), 1.1 mg of palladium acetate and 61 mg of caesium carbonate. The reaction mixture is heated at 110° C. for 1 hour, filtered and washed with twice 10 m... Starting materials: CN1N=C(C=2C(C1=O)=CN(C2)CC2=CC=CC=C2)CC(C)C (2,6-dihydro-2-methyl-4-(2-methylpropyl)-6-(1-phenylmethyl)-1H-pyrrolo[3,4-d]pyridazin-1-one), C(=O)=O (carbon dioxide), C(CCC)[Li] (Butyl lithium), C(C)(C)NC(C)C (diisopropylamine). Run in O1CCCC1 (tetrahydrofuran), O1CCCC1 (tetrahydrofuran). Reaction conditions: temperature 0 celsius, time 30 minute. Product: CN1N=C(C=2C(C1=O)=CN(C2C(=O)O)CC2=CC=CC=C2)CC(C)C (2,6-Dihydro-2-methyl-4-(2-methylpropyl)-6-phenylmethyl-1H-pyrrolo[3,4-d]pyridazin-1-one-5-carboxylic acid). RXN SMILES: C([Li])CCC.C(NC(C)C)(C)C.[CH3:13][N:14]1[C:19](=[O:20])[C:18]2=[CH:21][N:22]([CH2:24][C:25]3[CH:30]=[CH:29][CH:28]=[CH:27][CH:26]=3)[CH:23]=[C:17]2[C:16]([CH2:31][CH:32]([CH3:34])[CH3:33])=[N:15]1.[C:35](=[O:37])=[O:36]>O1CCCC1>[CH3:13][N:14]1[C:19](=[O:20])[C:18]2=[CH:21][N:22]([CH2:24][C:25]3[CH:30]=[CH:29][CH:28]=[CH:27][CH:26]=3)[C:23]([C:35]([OH:37])=[O:36])=[C:17]2[C:16]([CH2:31][CH:32]([CH3:34])[CH3:33])=[N:15]1. Reported procedure: Butyl lithium (2.5M in hexanes, 2.35 m) was added dropwise to a stirred solution of diisopropylamine (0.85 ml) in dry tetrahydrofuran (10 ml) at 0° C., under nitrogen. The reaction was stirred at 0° C. for 30 minutes, then cooled to −78° C. To this was added a solution of 2,6-dihydro-2-methyl-4-(2-methylpropyl)-6-(1-phenylmethyl)-1H-pyrrolo[3,4-d]pyridazin-1-one (1.5 g, prepared as in Example 14 step b) in dry tetrahydrofuran (10 ml), and stirring was continued for 30 minutes. This anion was the... Starting materials: CCOC(=O)c1ncoc1-c1ccc([N+](=O)[O-])cc1OC, [K+], [OH-], O, O=S(=O)(O)O. The product is COc1cc([N+](=O)[O-])ccc1-c1ocnc1C(=O)O. RXN SMILES: [CH3:1][O:2][c:3]1[c:4](-[c:12]2[c:13]([C:17](=[O:18])[O:19][CH2:20][CH3:21])[n:14][cH:15][o:16]2)[cH:5][cH:6][c:7]([N+:9](=[O:10])[O-:11])[cH:8]1.[K+:23].[OH-:22].[OH2:29].[S:24](=[O:25])(=[O:26])([OH:27])[OH:28]>>[CH3:1][O:2][c:3]1[c:4](-[c:12]2[c:13]([C:17](=[O:18])[OH:19])[n:14][cH:15][o:16]2)[cH:5][cH:6][c:7]([N+:9](=[O:10])[O-:11])[cH:8]1. Starting materials: CI, CN(C)C=O, [H-], [Na+], O, COC(=O)Nc1ccc(OCc2nc3ccccc3s2)cc1. Product: COC(=O)N(C)c1ccc(OCc2nc3ccccc3s2)cc1. As a reaction SMILES: [CH3:1][I:2].[CH3:28][N:29]([CH3:30])[CH:31]=[O:32].[H-:25].[Na+:26].[OH2:27].[s:3]1[c:4]([CH2:12][O:13][c:14]2[cH:15][cH:16][c:17]([NH:20][C:21]([O:22][CH3:23])=[O:24])[cH:18][cH:19]2)[n:5][c:6]2[c:7]1[cH:8][cH:9][cH:10][cH:11]2>>[CH3:1][N:20]([c:17]1[cH:16][cH:15][c:14]([O:13][CH2:12][c:4]2[s:3][c:7]3[c:6]([n:5]2)[cH:11][cH:10][cH:9][cH:8]3)[cH:19][cH:18]1)[C:21]([O:22][CH3:23])=[O:24]. The yield is 40.9%. Reactants: O1C(=NC2=C1C=CC=C2)/C=C/C[C@@H]([C@@H](C)N(C(=O)[C@H]([C@H](CC(=O)OC)C(=O)OC(C)(C)C)O)CC2=CC1=CC=CC=C1C=C2)C2=CC1=C(C=C2)OCO1 (methyl (3S,4S)-4-[N-{(1R,2R,4E)-5-(2-benzoxazolyl)-1-methyl-2-(3,4-methylenedioxyphenyl)-4-pentenyl}-N-(2-naphthylmethyl)carbamoyl]-3-tert-butoxycarbonyl-4-hydroxybutanoate), CC(=O)OI1(C=2C=CC=CC2C(=O)O1)(OC(=O)C)OC(=O)C (Dess-Martin reagent), C(O)([O-])=O.[Na+] (sodium hydrogencarbonate), S(=S)(=O)([O-])[O-].[Na+].[Na+] (sodium thiosulfate). The solvent is C(Cl)(Cl)Cl (chloroform). RXN SMILES: [O:1]1[C:5]2[CH:6]=[CH:7][CH:8]=[CH:9][C:4]=2[N:3]=[C:2]1/[CH:10]=[CH:11]/[CH2:12][C@H:13]([C:45]1[CH:50]=[CH:49][C:48]2[O:51][CH2:52][O:53][C:47]=2[CH:46]=1)[C@H:14]([N:16]([CH2:34][C:35]1[CH:44]=[CH:43][C:42]2[C:37](=[CH:38][CH:39]=[CH:40][CH:41]=2)[CH:36]=1)[C:17]([C@@H:19]([OH:33])[C@@H:20]([C:26]([O:28][C:29]([CH3:32])([CH3:31])[CH3:30])=[O:27])[CH2:21][C:22]([O:24][CH3:25])=[O:23])=[O:18])[CH3:15].CC(OI1(OC(C)=O)(OC(C)=O)OC(=O)C2C=CC=CC1=2)=O.C(=O)([O-])O.[Na+].S([O-])([O-])(=O)=S.[Na+].[Na+]>C(Cl)(Cl)Cl>[O:1]1[C:5]2[CH:6]=[CH:7][CH:8]=[CH:9][C:4]=2[N:3]=[C:2]1/[CH:10]=[CH:11]/[CH2:12][C@H:13]([C:45]1[CH:50]=[CH:49][C:48]2[O:51][CH2:52][O:53][C:47]=2[CH:46]=1)[C@H:14]([N:16]([CH2:34][C:35]1[CH:44]=[CH:43][C:42]2[C:37](=[CH:38][CH:39]=[CH:40][CH:41]=2)[CH:36]=1)[C:17]([C:19]([OH:33])=[C:20]([C:26]([O:28][C:29]([CH3:31])([CH3:30])[CH3:32])=[O:27])[CH2:21][C:22]([O:24][CH3:25])=[O:23])=[O:18])[CH3:15] |f:2.3,4.5.6|. Procedure details: 36 mg of methyl (3S,4S)-4-[N-{(1R,2R,4E)-5-(2-benzoxazolyl)-1-methyl-2-(3,4-methylenedioxyphenyl)-4-pentenyl}-N-(2-naphthylmethyl)carbamoyl]-3-tert-butoxycarbonyl-4-hydroxybutanoate in 2 ml of chloroform was stirred with 42 mg of the Dess-Martin reagent (periodenane) at room temperature for 1 hour. The reaction solution was poured into a mixture of saturated aqueous sodium hydrogencarbonate and saturated aqueous sodium thiosulfate and extracted with ethyl acetate. The organic layer was washed wi... Product: O1C(=NC2=C1C=CC=C2)/C=C/C[C@@H]([C@@H](C)N(C(=O)C(=C(CC(=O)OC)C(=O)OC(C)(C)C)O)CC2=CC1=CC=CC=C1C=C2)C2=CC1=C(C=C2)OCO1 (methyl 4-[N-{(1R,2R,4E)-5-(2-benzoxazolyl)-1-methyl-2-(3,4-methylenedioxyphenyl)-4-pentenyl}-N-(2-naphthylmethyl)carbamoyl]-3-tert-butoxycarbonyl-4-hydroxy-3-butenoate).